Task: describe an organic reaction: reactants, conditions, products, and yield. Dataset: the Open Reaction Database (ORD), a public repository of structured organic reaction records The product is C(\C=C\C1=CC(O)=C(O)C=C1)(=O)N[C@@H](CCCNC(\C=C\C1=CC(O)=C(O)C=C1)=O)C(=O)NCCC1=CC(O)=C(O)C=C1 (N-(Nα,Nδ-Dicaffeoyl-L-ornithyl)dopamine), crystals. The yield is 25.0%. As a reaction SMILES: [C:1]([NH:13][C@H:14]([C:29]([NH:31][CH2:32][CH2:33][C:34]1[CH:41]=[CH:40][C:38]([OH:39])=[C:36]([OH:37])[CH:35]=1)=[O:30])[CH2:15][CH2:16][CH2:17][NH:18]C(OCC1C=CC=CC=1)=O)(=[O:12])/[CH:2]=[CH:3]/[C:4]1[CH:11]=[CH:10][C:8]([OH:9])=[C:6]([OH:7])[CH:5]=1.[C:42]([OH:54])(=O)/[CH:43]=[CH:44]/[C:45]1[CH:52]=[CH:51][C:49]([OH:50])=[C:47]([OH:48])[CH:46]=1>>[C:1]([NH:13][C@H:14]([C:29]([NH:31][CH2:32][CH2:33][C:34]1[CH:41]=[CH:40][C:38]([OH:39])=[C:36]([OH:37])[CH:35]=1)=[O:30])[CH2:15][CH2:16][CH2:17][NH:18][C:42](=[O:54])/[CH:43]=[CH:44]/[C:45]1[CH:52]=[CH:51][C:49]([OH:50])=[C:47]([OH:48])[CH:46]=1)(=[O:12])/[CH:2]=[CH:3]/[C:4]1[CH:11]=[CH:10][C:8]([OH:9])=[C:6]([OH:7])[CH:5]=1. Reactants: C(\C=C\C1=CC(O)=C(O)C=C1)(=O)N[C@@H](CCCNC(=O)OCC1=CC=CC=C1)C(=O)NCCC1=CC(O)=C(O)C=C1 (N-(Nα-caffeoyl-Nδ-benzyloxycarbonyl-L-ornithyl)dopamine), C(\C=C\C1=CC(O)=C(O)C=C1)(=O)O (caffeic acid). Procedure: N-(Nα-caffeoyl-Nδ-benzyloxycarbonyl-L-ornithyl)dopamine (1.3 g, 2.6 mmol) was completely deprotected following the indications of general procedures E and C. The free amino groups thus obtained were coupled with caffeic acid (1.2 g, 6.4 mmol) following the general procedure G. The crude material was purified by flash chromatography using a solvent gradient from 50% to 90% EtOAc/CH2Cl2/1% AcOH and 5% MeOH/EtOAc/1% AcOH. The desired product was obtained as yellow crystals (300 mg, 25%).